From a dataset of the Open Reaction Database (ORD), a public repository of structured organic reaction records. describe an organic reaction: reactants, conditions, products, and yield The reactants are ClCC=1N=C(SC1)C(C)C (4-(chloromethyl)-2-isopropylthiazole), N1C(C2(C3=CC=CC=C13)C1=C(OC2)C=C2OCCC2=C1)=O (5,6-dihydrospiro[benzo[1,2-b:5,4-b′]difuran-3,3′-indol]-2′(1′H)-one), BrCC1OCCCC1 (2-(bromomethyl)tetrahydro-2H-pyran), N1C(C2(C3=CC=CC=C13)COC1=CC3=C(OCCO3)C=C12)=O (2,3-dihydrospiro[furo[2,3-g][1,4]benzodioxine-8,3′-indol]-2′(1′H)-one). Product: CC(C)C=1SC=C(N1)CN1C(C2(C3=CC=CC=C13)COC1=CC3=C(OCCO3)C=C12)=O (1′-{[2-(1-methylethyl)-1,3-thiazol-4-yl]methyl}-2,3-dihydrospiro[furo[2,3-g][1,4]benzodioxine-8,3′-indol]-2′(1′H)-one). RXN SMILES: Cl[CH2:2][C:3]1[N:4]=[C:5]([CH:8]([CH3:10])[CH3:9])[S:6][CH:7]=1.BrCC1CCCCO1.[NH:19]1[C:27]2[C:22](=[CH:23][CH:24]=[CH:25][CH:26]=2)[C:21]2([C:39]3[C:30](=[CH:31][C:32]4[O:37][CH2:36][CH2:35][O:34][C:33]=4[CH:38]=3)[O:29][CH2:28]2)[C:20]1=[O:40].N1C2C(=CC=CC=2)C2(COC3C=C4C(=CC2=3)CCO4)C1=O>>[CH3:9][CH:8]([C:5]1[S:6][CH:7]=[C:3]([CH2:2][N:19]2[C:27]3[C:22](=[CH:23][CH:24]=[CH:25][CH:26]=3)[C:21]3([C:39]4[C:30](=[CH:31][C:32]5[O:37][CH2:36][CH2:35][O:34][C:33]=5[CH:38]=4)[O:29][CH2:28]3)[C:20]2=[O:40])[N:4]=1)[CH3:10]. Reported procedure: Following the procedure as described in EXAMPLE 4 and making non-critical variations using 4-(chloromethyl)-2-isopropylthiazole to replace 2-(bromomethyl)tetrahydro-2H-pyran, and 2,3-dihydrospiro[furo[2,3-g][1,4]benzodioxine-8,3′-indol]-2′(1′H)-one to replace 5,6-dihydrospiro[benzo[1,2-b:5,4-b′]difuran-3,3′-indol]-2′(1′H)-one, 1′-{[2-(1-methylethyl)-1,3-thiazol-4-yl]methyl}-2,3-dihydrospiro[furo[2,3-g][1,4]benzodioxine-8,3′-indol]-2′(1′H)-one was obtained (95%) as a colorless solid: mp 60-63° C.... Reactants: CC(C)O, O=[N+]([O-])c1cccnc1Cl, NCCc1c[nH]cn1. The product is O=[N+]([O-])c1cccnc1NCCc1c[nH]cn1. As a reaction SMILES: [CH3:19][CH:20]([OH:21])[CH3:22].[Cl:9][c:10]1[n:11][cH:12][cH:13][cH:14][c:15]1[N+:16](=[O:17])[O-:18].[NH2:1][CH2:2][CH2:3][c:4]1[cH:5][nH:6][cH:7][n:8]1>>[NH:1]([CH2:2][CH2:3][c:4]1[cH:5][nH:6][cH:7][n:8]1)[c:10]1[n:11][cH:12][cH:13][cH:14][c:15]1[N+:16](=[O:17])[O-:18]. Reactants: ClC1=NC=C(C(=N1)N1C(COCC1)C(=O)NC1CC1)F (4-(2-chloro-5-fluoropyrimidin-4-yl)-N-cyclopropylmorpholine-3-carboxamide), CN(C)C=O (DMF), C(=O)([O-])[O-].[Cs+].[Cs+] (Cs2CO3). Run in O (water). Run at temperature 60 celsius, time 16 hour. Yields the product ClC1=NC=2N3C(C(N(C2C=N1)C1CC1)=O)COCC3 (2-chloro-5-cyclopropyl-6a,7,9,10-tetrahydro-[1,4]oxazino[3,4-h]pteridin-6(5H)-one). The yield is 39.9%. Reaction SMILES: [Cl:1][C:2]1[N:7]=[C:6]([N:8]2[CH2:13][CH2:12][O:11][CH2:10][CH:9]2[C:14]([NH:16][CH:17]2[CH2:19][CH2:18]2)=[O:15])[C:5](F)=[CH:4][N:3]=1.CN(C=O)C.C([O-])([O-])=O.[Cs+].[Cs+]>O>[Cl:1][C:2]1[N:3]=[CH:4][C:5]2[N:16]([CH:17]3[CH2:19][CH2:18]3)[C:14](=[O:15])[CH:9]3[CH2:10][O:11][CH2:12][CH2:13][N:8]3[C:6]=2[N:7]=1 |f:2.3.4|. Procedure details: A scintillation vial equipped with a magnetic stirrer was added 4-(2-chloro-5-fluoropyrimidin-4-yl)-N-cyclopropylmorpholine-3-carboxamide (325 mg, 1.081 mmol), DMF (5 ml), Cs2CO3 (528 mg, 1.621 mmol). The reaction was stirred at 60° C. for 16 hours. The reaction solution was poured into water, extracted with ethyl acetate three times and the combined organic layers washed with sat. NaCl. The organic layers were dried with Na2SO4, filtered and dried in-vacuo to give a yellow solid. The crude mate...